Dataset: the Open Reaction Database (ORD), a public repository of structured organic reaction records. Task: describe an organic reaction: reactants, conditions, products, and yield The reactants are O1C[C@@H](CC1)NC1=C2N=CN(C2=NC=N1)[C@H]1[C@@H]([C@@H]([C@H](O1)CNC(=O)NC)O)O (N-[(5-{6-[((3R)oxolan-3-yl)amino]purin-9-yl}(3S,2R,4R,5R)-3,4-dihydroxyoxolan-2-yl)methyl](methylamino)carboxamide), C(C)N=C=O (ethylisocyanate), CN=C=O (methyl isocyanate). The product is O1C[C@@H](CC1)NC1=C2N=CN(C2=NC=N1)[C@H]1[C@@H]([C@@H]([C@H](O1)CNC(=O)NCC)O)O (N-[(5-{6-[((3R)oxolan-3-yl)amino]purin-9-yl}(3S,2R,4R,5R)-3,4dihydroxyoxolan-2-yl)methyl](ethylamino)carboxamide). As a reaction SMILES: [O:1]1[CH2:5][CH2:4][C@@H:3]([NH:6][C:7]2[N:15]=[CH:14][N:13]=[C:12]3[C:8]=2[N:9]=[CH:10][N:11]3[C@@H:16]2[O:20][C@H:19]([CH2:21][NH:22][C:23]([NH:25][CH3:26])=[O:24])[C@@H:18]([OH:27])[C@H:17]2[OH:28])[CH2:2]1.[CH2:29](N=C=O)C.CN=C=O>>[O:1]1[CH2:5][CH2:4][C@@H:3]([NH:6][C:7]2[N:15]=[CH:14][N:13]=[C:12]3[C:8]=2[N:9]=[CH:10][N:11]3[C@@H:16]2[O:20][C@H:19]([CH2:21][NH:22][C:23]([NH:25][CH2:26][CH3:29])=[O:24])[C@@H:18]([OH:27])[C@H:17]2[OH:28])[CH2:2]1. Reported procedure: Compound 79 was prepared in the manner of compound 24 substituting ethylisocyanate for methyl isocyanate and refluxing for 16 h [MS 408 (M+1)]. The reactants are ClC1=NC(=C2N=CN(C2=N1)C1CCCC1)Cl (2,6-dichloro-9-cyclopentylpurine), NCCOCCO (2-(2-aminoethoxy)ethanol). Run in C(C)N(CC)CC (triethylamine). Yields the product ClC1=NC(=C2N=CN(C2=N1)C1CCCC1)NCCOCCO (2-Chloro-6-(2-hydroxyethoxyethylamino)-9-cyclopentylpurine). As a reaction SMILES: [Cl:1][C:2]1[N:10]=[C:9]2[C:5]([N:6]=[CH:7][N:8]2[CH:11]2[CH2:15][CH2:14][CH2:13][CH2:12]2)=[C:4](Cl)[N:3]=1.[NH2:17][CH2:18][CH2:19][O:20][CH2:21][CH2:22][OH:23]>C(N(CC)CC)C>[Cl:1][C:2]1[N:10]=[C:9]2[C:5]([N:6]=[CH:7][N:8]2[CH:11]2[CH2:15][CH2:14][CH2:13][CH2:12]2)=[C:4]([NH:17][CH2:18][CH2:19][O:20][CH2:21][CH2:22][OH:23])[N:3]=1. Procedure details: 2-Chloro-6-(2-hydroxyethoxyethylamino)-9-cyclopentylpurine is prepared from 2,6-dichloro-9-cyclopentylpurine, 2-(2-aminoethoxy)ethanol, and triethylamine essentially as described above in Example 1, Scheme A, step b.